From a dataset of the Open Reaction Database (ORD), a public repository of structured organic reaction records. describe an organic reaction: reactants, conditions, products, and yield Reactants: C1CCOC1, ClCCl, [Li+], CCOC(=O)Cc1cc2cc(NC(=O)C3(c4ccc5c(c4)OCO5)CC3)ccc2[nH]1, [OH-], O, O. Yields the product O=C(O)Cc1cc2cc(NC(=O)C3(c4ccc5c(c4)OCO5)CC3)ccc2[nH]1. As a reaction SMILES: [CH2:38]1[O:39][CH2:40][CH2:41][CH2:42]1.[Cl:35][CH2:36][Cl:37].[Li+:32].[O:1]1[CH2:2][O:3][c:4]2[c:5]1[cH:6][cH:7][c:8]([C:10]1([C:13](=[O:14])[NH:15][c:16]3[cH:17][c:18]4[cH:19][c:20]([CH2:25][C:26](=[O:27])[O:28][CH2:29][CH3:30])[nH:21][c:22]4[cH:23][cH:24]3)[CH2:11][CH2:12]1)[cH:9]2.[OH-:31].[OH2:33].[OH2:34]>>[O:1]1[CH2:2][O:3][c:4]2[c:5]1[cH:6][cH:7][c:8]([C:10]1([C:13](=[O:14])[NH:15][c:16]3[cH:17][c:18]4[cH:19][c:20]([CH2:25][C:26](=[O:27])[OH:28])[nH:21][c:22]4[cH:23][cH:24]3)[CH2:11][CH2:12]1)[cH:9]2. Starting materials: C(CCC)[Li] (n-butyl lithium), O([Si](C)(C)C(C)(C)C)CC=O (tert-butyldimethylsiloxyacetaldehyde), O1CCCC1 (tetrahydrofuran), [Cl-].[NH4+] (ammonium chloride), C(C1=CC=CC=C1)N1CCC(CC1)=NC1CCCCC1 (N-(1-benzyl-4-piperidylidene)cyclohexylamine), O1CCCC1 (tetrahydrofuran). Run in CCCCCC (hexane). Conditions: temperature -78 celsius, time 30 minute. The product is C(C1=CC=CC=C1)N1CC(C(CC1)=O)C(CO[Si](C)(C)C(C)(C)C)O (1-benzyl-3-(2-tert-butyldimethylsiloxy-1-hydroxyethyl)-4-piperidinone). Reaction SMILES: [CH2:1]([N:8]1[CH2:13][CH2:12][C:11](=NC2CCCCC2)[CH2:10][CH2:9]1)[C:2]1[CH:7]=[CH:6][CH:5]=[CH:4][CH:3]=1.C([Li])CCC.[O:26]([CH2:34][CH:35]=[O:36])[Si:27]([C:30]([CH3:33])([CH3:32])[CH3:31])([CH3:29])[CH3:28].[Cl-].[NH4+].[O:39]1CCCC1>CCCCCC>[CH2:1]([N:8]1[CH2:9][CH2:10][C:11](=[O:39])[CH:12]([CH:35]([OH:36])[CH2:34][O:26][Si:27]([C:30]([CH3:32])([CH3:33])[CH3:31])([CH3:29])[CH3:28])[CH2:13]1)[C:2]1[CH:3]=[CH:4][CH:5]=[CH:6][CH:7]=1 |f:3.4|. Procedure: The above N-(1-benzyl-4-piperidylidene)cyclohexylamine (4.81 g (17.69 mmol)) was dissolved in 150 ml of tetrahydrofuran. After this solution was cooled to -78° C., 13.3 ml (21.2 mmol) of 1.6 M n-butyl lithium in hexane was added dropwise. After the reaction mixture was stirred for 30 minutes under ice-cooling, a solution of 4.01 g (23.0 mmol) of tert-butyldimethylsiloxyacetaldehyde in 50 ml of tetrahydrofuran was added, followed by stirring for 1 hour under ice-cooling. To the reaction mixture, ... The reactants are C(C)(C)N(CC)C(C)C (diisopropylethylamine), C1(=CC=CC=C1)P(=O)(C1=CC=CC=C1)Cl (diphenylphosphoryl chloride), ice, C(C)(C)N(CC)C(C)C (diisopropylethylamine), Cl.CON=C1CN(CC1)C(CS)=N (2-(3-methoxyiminopyrrolidin-1-yl)-2-iminoethylmercaptan hydrochloride), O[C@H](C)[C@@H]1[C@@H]2N(C(C(C2)=O)C(=O)OCC2=CC=C(C=C2)[N+](=O)[O-])C1=O (p-nitrobenzyl (5R,6S)-6-[(1R)-1-hydroxyethyl]-2-oxo-1-carbapenam-3-carboxylate). The reagents and catalysts are [C].[Pd] (palladium-carbon). The solvent is CCOCC (ether), CS(=O)C (dimethylsulfoxide), C(C)#N (acetonitrile), O1CCCC1 (tetrahydrofuran), O (water), P(=O)([O-])([O-])[O-] (phosphate). Run at time 1 hour. Product: CON=C1CN(CC1)C(CSC=1C[C@H]2N(C1C(=O)O)C([C@@H]2[C@@H](C)O)=O)=N ((5R,6S)-2-[2-(3-Methoxyiminopyrrolidin-1-yl)-2-iminoethylthio]-6-[(1R)-1-hydroxyethyl]-1-carbapen-2-em-3-carboxylic acid). Yield: 5.8%. As a reaction SMILES: C(N(C(C)C)CC)(C)C.C1(P(Cl)(C2C=CC=CC=2)=O)C=CC=CC=1.[OH:25][C@@H:26]([C@H:28]1[C:48](=[O:49])[N:30]2[CH:31]([C:35]([O:37]CC3C=CC([N+]([O-])=O)=CC=3)=[O:36])[C:32](=O)[CH2:33][C@H:29]12)[CH3:27].Cl.[CH3:51][O:52][N:53]=[C:54]1[CH2:58][CH2:57][N:56]([C:59](=[NH:62])[CH2:60][SH:61])[CH2:55]1>C(#N)C.CS(C)=O.O1CCCC1.O.P([O-])([O-])([O-])=O.[C].[Pd].CCOCC>[CH3:51][O:52][N:53]=[C:54]1[CH2:58][CH2:57][N:56]([C:59](=[NH:62])[CH2:60][S:61][C:32]2[CH2:33][C@@H:29]3[C@@H:28]([C@H:26]([OH:25])[CH3:27])[C:48](=[O:49])[N:30]3[C:31]=2[C:35]([OH:37])=[O:36])[CH2:55]1 |f:3.4,10.11|. Reported procedure: 0.21 ml of diisopropylethylamine and 0.22 ml of diphenylphosphoryl chloride were added dropwise to an ice-cooled solution of 363 mg of p-nitrobenzyl (5R,6S)-6-[(1R)-1-hydroxyethyl]-2-oxo-1-carbapenam-3-carboxylate in 5 ml of anhydrous acetonitrile, and the mixture was stirred for one hour with ice-cooling. A solution of 0.18 ml of diisopropylethylamine and 307 mg of 2-(3-methoxyiminopyrrolidin-1-yl)-2-iminoethylmercaptan hydrochloride in 3 ml of dimethylsulfoxide was then added dropwise, and the... Reactants: CC(C)(C)OC(=O)N1CCC(Oc2ccc(-n3ccc4cc(-c5ccc(Cl)cc5)sc4c3=O)cn2)CC1, ClCCl, O=C(O)C(F)(F)F. Product: O=c1c2sc(-c3ccc(Cl)cc3)cc2ccn1-c1ccc(OC2CCNCC2)nc1. Reaction SMILES: [C:1]([O:2][C:3](=[O:4])[N:8]1[CH2:9][CH2:10][CH:11]([O:14][c:15]2[n:16][cH:17][c:18](-[n:21]3[c:22](=[O:37])[c:23]4[c:24]([cH:25][cH:26]3)[cH:27][c:28](-[c:30]3[cH:31][cH:32][c:33]([Cl:36])[cH:34][cH:35]3)[s:29]4)[cH:19][cH:20]2)[CH2:12][CH2:13]1)([CH3:5])([CH3:6])[CH3:7].[Cl:45][CH2:46][Cl:47].[OH:38][C:39]([C:40]([F:41])([F:42])[F:43])=[O:44]>>[NH:8]1[CH2:9][CH2:10][CH:11]([O:14][c:15]2[n:16][cH:17][c:18](-[n:21]3[c:22](=[O:37])[c:23]4[c:24]([cH:25][cH:26]3)[cH:27][c:28](-[c:30]3[cH:31][cH:32][c:33]([Cl:36])[cH:34][cH:35]3)[s:29]4)[cH:19][cH:20]2)[CH2:12][CH2:13]1. Reactants: 4-fluoro, FC1=C(C(=O)O)C=C(C(=C1F)F)F (2,3,4,5-tetrafluorobenzoic acid), BrBr (bromine). Product: BrC1=C(C(=C(C(=O)O)C=C1F)F)F (4-bromo-2,3,5-trifluorobenzoic acid). As a reaction SMILES: [F:1][C:2]1[C:10]([F:11])=[C:9](F)[C:8]([F:13])=[CH:7][C:3]=1[C:4]([OH:6])=[O:5].[Br:14]Br>>[Br:14][C:9]1[C:8]([F:13])=[CH:7][C:3]([C:4]([OH:6])=[O:5])=[C:2]([F:1])[C:10]=1[F:11]. Procedure: The 4-fluoro substituent of 2,3,4,5-tetrafluorobenzoic acid was replaced by bromine by a series of reactions analogous to the sequence VIII→IX→X→II in Flow Sheet C, to produce 4-bromo-2,3,5-trifluorobenzoic acid (XI). The latter is then converted to a series of reactions analogous to the sequence IV→V→VI→VII of Flow Sheet A to yield an alkyl N-(1-hydroxy-2-alkyl)-3-amino-2-(4-bromo-2,3,5-trifluorobenzoyl)propenoate (XII). Selective cyclization of XII with lithium carbonate affords an alkyl 7-bro... The reactants are C[O-].[Na+].CO (Sodium methoxide methanol), C(C)(=O)O[C@H]1C=C[C@@H](C)O[C@@H]1COC(C)=O (5,7-di-O-acetyl-2,6-anhydro-1,3,4-trideoxy-D-arabino-hept-3-enitol). Run in CO (methanol). Conditions: time 3 hour. The product is C[C@@H]1C=C[C@H](O)[C@H](O1)CO (2,6-Anhydro-1,3,4-trideoxy-D-arabino-hept-3-enitol). RXN SMILES: C[O-].[Na+].CO.C([O:9][C@@H:10]1[C@@H:16]([CH2:17][O:18]C(=O)C)[O:15][C@H:13]([CH3:14])[CH:12]=[CH:11]1)(=O)C>CO>[CH3:14][C@H:13]1[O:15][C@H:16]([CH2:17][OH:18])[C@@H:10]([OH:9])[CH:11]=[CH:12]1 |f:0.1.2|. Procedure details: Sodium methoxide/methanol solution (28% w/w, 0.40 ml, 2.1 mmol) was added to a methanol (15 ml) solution of 5,7-di-O-acetyl-2,6-anhydro-1,3,4-trideoxy-D-arabino-hept-3-enitol (Synlett, 1996, 185; and Tetrahedron: Asymm., 2003, 14, 757) (1.56 g, 6.83 mmol) and the resulting mixture was stirred at room temperature for 3 hours. DOWEX 50WX8-200 was added to the reaction mixture to adjust its pH to 4 and then insoluble matter was removed by filtration. The filtrate was concentrated under reduced pres... Starting materials: C1CCOC1, CO, CCOC(C)=O, COC(=O)C1CC(C)(C)Oc2cc(Oc3ccc(C(=O)NCCc4ccc(Cl)cc4)cc3)c(C#N)cc21, Cl, [Na+], [OH-], O. Product: CC1(C)CC(C(=O)O)c2cc(C#N)c(Oc3ccc(C(=O)NCCc4ccc(Cl)cc4)cc3)cc2O1. RXN SMILES: [CH2:43]1[O:44][CH2:45][CH2:46][CH2:47]1.[CH3:41][OH:42].[CH3:48][CH2:49][O:50][C:51](=[O:52])[CH3:53].[Cl:1][c:2]1[cH:3][cH:4][c:5]([CH2:6][CH2:7][NH:8][C:9](=[O:10])[c:11]2[cH:12][cH:13][c:14]([O:15][c:16]3[c:17]([C:32]#[N:33])[cH:18][c:19]4[c:24]([cH:25]3)[O:23][C:22]([CH3:26])([CH3:27])[CH2:21][CH:20]4[C:28](=[O:29])[O:30][CH3:31])[cH:34][cH:35]2)[cH:36][cH:37]1.[ClH:54].[Na+:39].[OH-:38].[OH2:40]>>[Cl:1][c:2]1[cH:3][cH:4][c:5]([CH2:6][CH2:7][NH:8][C:9](=[O:10])[c:11]2[cH:12][cH:13][c:14]([O:15][c:16]3[c:17]([C:32]#[N:33])[cH:18][c:19]4[c:24]([cH:25]3)[O:23][C:22]([CH3:26])([CH3:27])[CH2:21][CH:20]4[C:28](=[O:29])[OH:30])[cH:34][cH:35]2)[cH:36][cH:37]1. Reaction SMILES: [CH2:47]([Cl:48])[Cl:49].[CH3:1][S:2](=[O:3])(=[O:4])[c:5]1[c:6]([C:22]([F:23])([F:24])[F:25])[cH:7][c:8]([CH:11]([C:12](=[O:13])[OH:14])[CH2:15][CH:16]2[O:17][CH2:18][CH2:19][CH2:20][CH2:21]2)[cH:9][cH:10]1.[CH3:56][N:57]([CH3:58])[CH:59]=[O:60].[Cl:26][C:27]([C:28]([Cl:29])=[O:30])=[O:31].[NH2:32][c:33]1[n:34][cH:35][cH:36][n:37][cH:38]1.[O:50]1[CH2:51][CH2:52][CH2:53][CH2:54]1.[OH2:55].[n:39]1[c:40]([CH3:41])[cH:42][cH:43][cH:44][c:45]1[CH3:46]>>[CH3:1][S:2](=[O:3])(=[O:4])[c:5]1[c:6]([C:22]([F:23])([F:24])[F:25])[cH:7][c:8]([CH:11]([C:12](=[O:13])[NH:32][c:33]2[n:34][cH:35][cH:36][n:37][cH:38]2)[CH2:15][CH:16]2[O:17][CH2:18][CH2:19][CH2:20][CH2:21]2)[cH:9][cH:10]1. Product: CS(=O)(=O)c1ccc(C(CC2CCCCO2)C(=O)Nc2cnccn2)cc1C(F)(F)F. Starting materials: ClCCl, CS(=O)(=O)c1ccc(C(CC2CCCCO2)C(=O)O)cc1C(F)(F)F, CN(C)C=O, O=C(Cl)C(=O)Cl, Nc1cnccn1, C1CCOC1, O, Cc1cccc(C)n1. Starting materials: C1CCNCC1, CSC1=Nc2ccccc2Nc2cscc21, CC(=O)O. Product: c1ccc2c(c1)N=C(N1CCCCC1)c1cscc1N2. Reaction SMILES: [CH2:17]1[CH2:18][CH2:19][NH:20][CH2:21][CH2:22]1.[CH3:1][S:2][C:3]1=[N:9][c:8]2[c:7]([cH:13][cH:12][cH:11][cH:10]2)[NH:6][c:5]2[c:4]1[cH:16][s:15][cH:14]2.[CH3:23][C:24](=[O:25])[OH:26]>>[C:3]1([N:20]2[CH2:19][CH2:18][CH2:17][CH2:22][CH2:21]2)=[N:9][c:8]2[c:7]([cH:13][cH:12][cH:11][cH:10]2)[NH:6][c:5]2[c:4]1[cH:16][s:15][cH:14]2.